Dataset: the Open Reaction Database (ORD), a public repository of structured organic reaction records. Task: describe an organic reaction: reactants, conditions, products, and yield The reactants are C(C1=CC=CC=C1)OC1=C(C=CC(=C1)NS(=O)(=O)C1=CC=CC=C1)CCCC1=CC=C(C(=O)OCC)C=C1 (ethyl 4-[3-(2-benzyloxy-4-benzenesulphonamidophenyl)propyl]benzoate), C(C=C)OC=1C=C(CCl)C=CC1 (3-Allyloxybenzyl chloride). Yields the product C(C1=CC=CC=C1)OC1=C(C=CC(=C1)NS(=O)(=O)C1=CC=CC=C1)CCCC1=CC=C(C(=O)O)C=C1 (4-[3-(2-Benzyloxy-4-benzenesulphonamidophenyl)propyl]benzoic acid). RXN SMILES: [CH2:1]([O:8][C:9]1[CH:14]=[C:13]([NH:15][S:16]([C:19]2[CH:24]=[CH:23][CH:22]=[CH:21][CH:20]=2)(=[O:18])=[O:17])[CH:12]=[CH:11][C:10]=1[CH2:25][CH2:26][CH2:27][C:28]1[CH:38]=[CH:37][C:31]([C:32]([O:34]CC)=[O:33])=[CH:30][CH:29]=1)[C:2]1[CH:7]=[CH:6][CH:5]=[CH:4][CH:3]=1.C(OC1C=C(C=CC=1)CCl)C=C>>[CH2:1]([O:8][C:9]1[CH:14]=[C:13]([NH:15][S:16]([C:19]2[CH:24]=[CH:23][CH:22]=[CH:21][CH:20]=2)(=[O:18])=[O:17])[CH:12]=[CH:11][C:10]=1[CH2:25][CH2:26][CH2:27][C:28]1[CH:29]=[CH:30][C:31]([C:32]([OH:34])=[O:33])=[CH:37][CH:38]=1)[C:2]1[CH:3]=[CH:4][CH:5]=[CH:6][CH:7]=1. Reported procedure: The title compound was prepared from ethyl 4-[3-(2-benzyloxy-4-benzenesulphonamidophenyl)propyl]benzoate by a similar method to that of Example 1, (A). Starting materials: CN1C(=O)C2(COc3cc4c(cc32)OCCO4)c2c(Br)cccc21, C1COCCN1, CC(C)(C)[O-], CC1(C)c2cccc(P(c3ccccc3)c3ccccc3)c2Oc2c(P(c3ccccc3)c3ccccc3)cccc21, Cc1ccccc1, CCOC(C)=O, [Na+], O=C(C=Cc1ccccc1)C=Cc1ccccc1, O=C(C=Cc1ccccc1)C=Cc1ccccc1, O=C(C=Cc1ccccc1)C=Cc1ccccc1, [Pd], [Pd]. Yields the product CN1C(=O)C2(COc3cc4c(cc32)OCCO4)c2c(N3CCOCC3)cccc21. Reaction SMILES: [Br:1][c:2]1[c:3]2[c:4]([cH:5][cH:6][cH:7]1)[N:8]([CH3:24])[C:9](=[O:23])[C:10]21[CH2:11][O:12][c:13]2[cH:14][c:15]3[c:16]([cH:21][c:22]21)[O:17][CH2:18][CH2:19][O:20]3.[CH2:25]1[CH2:26][O:27][CH2:28][CH2:29][NH:30]1.[CH3:31][C:32]([CH3:33])([O-:34])[CH3:35].[CH3:37][C:38]1([CH3:39])[c:40]2[cH:41][cH:42][cH:43][c:44]([P:45]([c:46]3[cH:47][cH:48][cH:49][cH:50][cH:51]3)[c:52]3[cH:53][cH:54][cH:55][cH:56][cH:57]3)[c:58]2[O:59][c:60]2[c:61]1[cH:62][cH:63][cH:64][c:65]2[P:66]([c:67]1[cH:68][cH:69][cH:70][cH:71][cH:72]1)[c:73]1[cH:74][cH:75][cH:76][cH:77][cH:78]1.[CH3:79][c:80]1[cH:81][cH:82][cH:83][cH:84][cH:85]1.[CH3:86][CH2:87][O:88][C:89](=[O:90])[CH3:91].[Na+:36].[O:112]=[C:113]([CH:114]=[CH:115][c:116]1[cH:117][cH:118][cH:119][cH:120][cH:121]1)[CH:122]=[CH:123][c:124]1[cH:125][cH:126][cH:127][cH:128][cH:129]1.[O:130]=[C:131]([CH:132]=[CH:133][c:134]1[cH:135][cH:136][cH:137][cH:138][cH:139]1)[CH:140]=[CH:141][c:142]1[cH:143][cH:144][cH:145][cH:146][cH:147]1.[O:94]=[C:95]([CH:96]=[CH:97][c:98]1[cH:99][cH:100][cH:101][cH:102][cH:103]1)[CH:104]=[CH:105][c:106]1[cH:107][cH:108][cH:109][cH:110][cH:111]1.[Pd:92].[Pd:93]>>[c:2]1([N:30]2[CH2:25][CH2:26][O:27][CH2:28][CH2:29]2)[c:3]2[c:4]([cH:5][cH:6][cH:7]1)[N:8]([CH3:24])[C:9](=[O:23])[C:10]21[CH2:11][O:12][c:13]2[cH:14][c:15]3[c:16]([cH:21][c:22]21)[O:17][CH2:18][CH2:19][O:20]3. Reactants: [Cl-], [Cl-], Cl, O=N[O-], Nc1ccccc1C(=O)c1ccccc1C(=O)O, [Na+], [Na+], O, O=S(=O)(O)O. Product: O=C(O)c1ccccc1C(=O)c1ccccc1Cl. Reaction SMILES: [Cl-:28].[Cl-:30].[ClH:31].[N:6]([O-:7])=[O:8].[NH2:10][c:11]1[c:12]([C:13](=[O:14])[c:15]2[c:16]([C:17](=[O:18])[OH:19])[cH:20][cH:21][cH:22][cH:23]2)[cH:24][cH:25][cH:26][cH:27]1.[Na+:29].[Na+:9].[OH2:32].[S:1](=[O:2])(=[O:3])([OH:4])[OH:5]>>[c:11]1([Cl:28])[c:12]([C:13](=[O:14])[c:15]2[c:16]([C:17](=[O:18])[OH:19])[cH:20][cH:21][cH:22][cH:23]2)[cH:24][cH:25][cH:26][cH:27]1. The reactants are CS(=O)(=O)OCCN1C(N(C(C1)C1=CC(=CC=C1)C(F)(F)F)C1=CC=C(C=C1)OC1=CC=C(C=C1)Cl)=O (2-(3-(4-(4-Chlorophenoxy)phenyl)-2-oxo-4-(3-(trifluoromethyl)phenyl)-imidazolidin-1-yl)ethyl methanesulfonate), [NH4+].[OH-] (ammonia aqueous). Solvent: O (H2O), CC(C)O (iPrOH). Reaction conditions: temperature 80 celsius. Yields the product NCCN1C(N(C(C1)C1=CC(=CC=C1)C(F)(F)F)C1=CC=C(C=C1)OC1=CC=C(C=C1)Cl)=O (1-(2-aminoethyl)-3-(4-(4-chlorophenoxy)phenyl)-4-(3-(trifluoromethyl)phenyl)imidazolidin-2-one). The yield is 96.0%. As a reaction SMILES: CS(O[CH2:6][CH2:7][N:8]1[CH2:12][CH:11]([C:13]2[CH:18]=[CH:17][CH:16]=[C:15]([C:19]([F:22])([F:21])[F:20])[CH:14]=2)[N:10]([C:23]2[CH:28]=[CH:27][C:26]([O:29][C:30]3[CH:35]=[CH:34][C:33]([Cl:36])=[CH:32][CH:31]=3)=[CH:25][CH:24]=2)[C:9]1=[O:37])(=O)=O.[NH4+:38].[OH-]>CC(O)C.O>[NH2:38][CH2:6][CH2:7][N:8]1[CH2:12][CH:11]([C:13]2[CH:18]=[CH:17][CH:16]=[C:15]([C:19]([F:20])([F:21])[F:22])[CH:14]=2)[N:10]([C:23]2[CH:24]=[CH:25][C:26]([O:29][C:30]3[CH:35]=[CH:34][C:33]([Cl:36])=[CH:32][CH:31]=3)=[CH:27][CH:28]=2)[C:9]1=[O:37] |f:1.2|. Procedure: 2-(3-(4-(4-Chlorophenoxy)phenyl)-2-oxo-4-(3-(trifluoromethyl)phenyl)-imidazolidin-1-yl)ethyl methanesulfonate (85.0 mg, 0.153 mmol) is dissolved in a mixture solvent of iPrOH (0.5 mL) and concentrated ammonia aqueous solution (0.5 mL). The reaction mixture is heated at 80° C. for 2 h, cooled down to room temperature, taken in H2O (10 mL), and extracted with EtOAc (3×5 mL). The combined organic layer is dried over MgSO4 and evaporated in vacuo to provide the crude title compound (69.7 mg, 96% yie...